describe an organic reaction: reactants, conditions, products, and yield From a dataset of the Open Reaction Database (ORD), a public repository of structured organic reaction records. The reactants are CC(Cl)c1cccnc1, Fc1cccc(C2CCNC2)c1. The reagents and catalysts are O=C([O-])[O-].[Cs+].[Cs+] (cesium carbonate), [I-].[K+] (potassium iodide). The solvent is CN(C)C=O (DMF), CN(C)C=O (dmf), CN(C)C=O (DMF). Run at temperature 70 celsius, time 16 hour. Product: CC(c1cccnc1)N1CCC(c2cccc(F)c2)C1.